Dataset: the Open Reaction Database (ORD), a public repository of structured organic reaction records. Task: describe an organic reaction: reactants, conditions, products, and yield Reactants: CC1(C(CC(N1)=O)=O)C (5,5-dimethylpyrrolidine-2,4-dione), BrC=1C=C(C=CC1)C (3-bromotoluene), Cl (hydrochloric acid), C1(=CC=CC=C1)P(C1=CC=CC=C1)C1=CC=CC=C1 (triphenylphosphine), solid, [OH-].[Na+] (sodium hydroxide), ice water. Reagents/catalysts: Cl[Pd]Cl (PdCl2). The solvent is C(Cl)Cl (methylene chloride), CN1C(CCC1)=O (N-methylpyrrolidone), O (water). Conditions: temperature 125 celsius. The product is CC1(C(C(C(N1)=O)C1=CC(=CC=C1)C)=O)C (5,5-Dimethyl-3-(3-methylphenyl)pyrrolidine-2,4-dione). Yield: 84.0%. RXN SMILES: [OH-].[Na+].[CH3:3][C:4]1([CH3:11])[NH:8][C:7](=[O:9])[CH2:6][C:5]1=[O:10].Br[C:13]1[CH:14]=[C:15]([CH3:19])[CH:16]=[CH:17][CH:18]=1.C1(P(C2C=CC=CC=2)C2C=CC=CC=2)C=CC=CC=1.Cl>Cl[Pd]Cl.C(Cl)Cl.CN1CCCC1=O.O>[CH3:3][C:4]1([CH3:11])[NH:8][C:7](=[O:9])[CH:6]([C:13]2[CH:18]=[CH:17][CH:16]=[C:15]([CH3:19])[CH:14]=2)[C:5]1=[O:10] |f:0.1|. Procedure details: Under argon, in a heat-dried apparatus, 1.0 g of solid sodium hydroxide (in the form of so-called “Micropills”) and 15 ml of water- and air-free N-methylpyrrolidone (NMP) are introduced as initial charge. With stirring, 1.907 g of 5,5-dimethylpyrrolidine-2,4-dione are then added and the mixture is stirred for 20 minutes at room temperature. 1.71 g of 3-bromotoluene are then added and the reaction mixture is heated to 125° C. At this temperature, 0.328 g of triphenylphosphine and 89 mg of PdCl2 a... Reactants: CCC(C)CCCOc1ccc(C(=O)O)cc1, CN(C)c1ccncc1, C(=NC1CCCCC1)=NC1CCCCC1, ClCCl, O=Cc1ccc(O)cc1. Product: CCC(C)CCCOc1ccc(C(=O)Oc2ccc(C=O)cc2)cc1. As a reaction SMILES: [CH3:16][CH:17]([CH2:18][CH2:19][CH2:20][O:21][c:22]1[cH:23][cH:24][c:25]([C:26](=[O:27])[OH:28])[cH:29][cH:30]1)[CH2:31][CH3:32].[CH3:42][N:43]([CH3:44])[c:45]1[cH:46][cH:47][n:48][cH:49][cH:50]1.[CH:1]1([N:2]=[C:3]=[N:4][CH:5]2[CH2:6][CH2:7][CH2:8][CH2:9][CH2:10]2)[CH2:11][CH2:12][CH2:13][CH2:14][CH2:15]1.[Cl:51][CH2:52][Cl:53].[OH:33][c:34]1[cH:35][cH:36][c:37]([CH:38]=[O:39])[cH:40][cH:41]1>>[CH3:16][CH:17]([CH2:18][CH2:19][CH2:20][O:21][c:22]1[cH:23][cH:24][c:25]([C:26]([O:27][c:34]2[cH:35][cH:36][c:37]([CH:38]=[O:39])[cH:40][cH:41]2)=[O:28])[cH:29][cH:30]1)[CH2:31][CH3:32]. Starting materials: [Cl-].[NH4+] (ammonium chloride), [H-].[Na+] (sodium hydride), C(C)(=O)NC1=C(C=C(C=C1)O)C (4-acetamido-3-methylphenol), BrCC=1OC2=C(N1)C=CC=C2 (2-bromomethylbenzoxazole). Solvent: CN(C=O)C (dimethylformamide). Conditions: time 5 minute. The product is O1C(=NC2=C1C=CC=C2)COC2=CC(=C(C=C2)NC(C)=O)C (N-[4-(Benzoxazol-2-ylmethoxy)-2-methylphenyl]acetamide). The yield is 60.9%. As a reaction SMILES: [H-].[Na+].[C:3]([NH:6][C:7]1[CH:12]=[CH:11][C:10]([OH:13])=[CH:9][C:8]=1[CH3:14])(=[O:5])[CH3:4].Br[CH2:16][C:17]1[O:18][C:19]2[CH:25]=[CH:24][CH:23]=[CH:22][C:20]=2[N:21]=1.[Cl-].[NH4+]>CN(C)C=O>[O:18]1[C:19]2[CH:25]=[CH:24][CH:23]=[CH:22][C:20]=2[N:21]=[C:17]1[CH2:16][O:13][C:10]1[CH:11]=[CH:12][C:7]([NH:6][C:3](=[O:5])[CH3:4])=[C:8]([CH3:14])[CH:9]=1 |f:0.1,4.5|. Procedure details: 53.2 mg of sodium hydride (as a 60% w/w dispersion in mineral oil) were added to a solution of 200.0 mg of 4-acetamido-3-methylphenol in 10 ml of dimethylformamide cooled in an ice-water bath. The resulting mixture was stirred at the same temperature for 5 minutes, and then 307.9 mg of 2-bromomethylbenzoxazole [prepared as described in Example 28(a) above] were added. The temperature of the resulting mixture was elevated to room temperature and the mixture was stirred for 30 minutes. At the end ... Run in O1CCOCC1 (1,4-dioxane). Procedure details: To a solution of 5,6-dichloro-2-[5-[(2,4-dioxothiazolidin-5-ylidene)methyl]-1-methylindol-2-yl]-1-(methoxymethyl)benzimidazole obtained in Example 48 (26 mg, 0.053 mmol) in 1,4-dioxane (5 mL) was added concentrated hydrochloric acid (0.5 mL), and the mixture was heated to reflux for 1 h. The pH was adjusted to 7 by 2 mol/L sodium hydroxide and the precipitated products were collected by filtration to afford 5,6-dichloro-2-[5-[(2,4-dioxothiazolidin-5-ylidene)methyl]-1-methylindol-2-yl]benzimidazo... Product: ClC1=CC2=C(N=C(N2)C=2N(C3=CC=C(C=C3C2)C=C2C(NC(S2)=O)=O)C)C=C1Cl (5,6-dichloro-2-[5-[(2,4-dioxothiazolidin-5-ylidene)methyl]-1-methylindol-2-yl]benzimidazole). Yield: 51.1%. As a reaction SMILES: [Cl:1][C:2]1[C:31]([Cl:32])=[CH:30][C:5]2[N:6](COC)[C:7]([C:9]3[N:10]([CH3:26])[C:11]4[C:16]([CH:17]=3)=[CH:15][C:14]([CH:18]=[C:19]3[S:23][C:22](=[O:24])[NH:21][C:20]3=[O:25])=[CH:13][CH:12]=4)=[N:8][C:4]=2[CH:3]=1.Cl.[OH-].[Na+]>O1CCOCC1>[Cl:1][C:2]1[C:31]([Cl:32])=[CH:30][C:5]2[N:6]=[C:7]([C:9]3[N:10]([CH3:26])[C:11]4[C:16]([CH:17]=3)=[CH:15][C:14]([CH:18]=[C:19]3[S:23][C:22](=[O:24])[NH:21][C:20]3=[O:25])=[CH:13][CH:12]=4)[NH:8][C:4]=2[CH:3]=1 |f:2.3|. Reactants: ClC1=CC2=C(N(C(=N2)C=2N(C3=CC=C(C=C3C2)C=C2C(NC(S2)=O)=O)C)COC)C=C1Cl (5,6-dichloro-2-[5-[(2,4-dioxothiazolidin-5-ylidene)methyl]-1-methylindol-2-yl]-1-methoxymethylbenzimidazole), Cl (hydrochloric acid), [OH-].[Na+] (sodium hydroxide).